This data is from the Open Reaction Database (ORD), a public repository of structured organic reaction records. The task is: describe an organic reaction: reactants, conditions, products, and yield Reactants: ClC1=C2C(=NC=C1)C=C(O2)C2=CC(=C(C(=C2)OC)OC)OC (7-chloro-2-(3,4,5-trimethoxyphenyl)furo[3,2-b]pyridine), FC=1C=C(C=CC1C(NCCO)=O)B(O)O (3-fluoro-4-[(2-hydroxyethyl)-carbamoyl]benzeneboronic acid). Product: FC1=C(C(=O)NCCO)C=CC(=C1)C1=C2C(=NC=C1)C=C(O2)C2=CC(=C(C(=C2)OC)OC)OC (2-Fluoro-N-(2-hydroxy-ethyl)-4-[2-(3,4,5-trimethoxy-phenyl)-furo[3,2-b]pyridin-7-yl]-benzamide), solid. Isolated yield 48.0%. Reaction SMILES: Cl[C:2]1[CH:7]=[CH:6][N:5]=[C:4]2[CH:8]=[C:9]([C:11]3[CH:16]=[C:15]([O:17][CH3:18])[C:14]([O:19][CH3:20])=[C:13]([O:21][CH3:22])[CH:12]=3)[O:10][C:3]=12.[F:23][C:24]1[CH:25]=[C:26](B(O)O)[CH:27]=[CH:28][C:29]=1[C:30](=[O:35])[NH:31][CH2:32][CH2:33][OH:34]>>[F:23][C:24]1[CH:25]=[C:26]([C:2]2[CH:7]=[CH:6][N:5]=[C:4]3[CH:8]=[C:9]([C:11]4[CH:16]=[C:15]([O:17][CH3:18])[C:14]([O:19][CH3:20])=[C:13]([O:21][CH3:22])[CH:12]=4)[O:10][C:3]=23)[CH:27]=[CH:28][C:29]=1[C:30]([NH:31][CH2:32][CH2:33][OH:34])=[O:35]. Procedure details: The title compound was prepared by procedure C using 7-chloro-2-(3,4,5-trimethoxyphenyl)furo[3,2-b]pyridine (45.00 mg; 0.14 mmol; 1.00 eq.) instead of 7-chloro-2-iodo-furo[3,2-b]pyridine, and 3-fluoro-4-[(2-hydroxyethyl)-carbamoyl]benzeneboronic acid (35.14 mg; 0.15 mmol; 1.10 eq.) instead of 4-fluorophenylboronic acid and was obtained as a pale yellow solid (32 mg, 48%). (HPLC (method F): 99%, RT: 3.09 min); 1H NMR (500 MHz, DMSO-d6) δ [ppm] 8.60 (dd, J=5.1, 1.8, 1H), 8.38 (s, 1H), 8.12-8.06 (m... Reactants: CCOC(=O)C1(Cc2ccccc2)CCN(CCNC(=O)OCc2ccccc2)CC1, CO. Yields the product CCOC(=O)C1(Cc2ccccc2)CCN(CCN)CC1. RXN SMILES: [CH2:1]([CH3:2])[O:3][C:4](=[O:5])[C:6]1([CH2:25][c:26]2[cH:27][cH:28][cH:29][cH:30][cH:31]2)[CH2:7][CH2:8][N:9]([CH2:12][CH2:13][NH:14][C:15]([O:16][CH2:17][c:18]2[cH:19][cH:20][cH:21][cH:22][cH:23]2)=[O:24])[CH2:10][CH2:11]1.[CH3:32][OH:33]>>[CH2:1]([CH3:2])[O:3][C:4](=[O:5])[C:6]1([CH2:25][c:26]2[cH:27][cH:28][cH:29][cH:30][cH:31]2)[CH2:7][CH2:8][N:9]([CH2:12][CH2:13][NH2:14])[CH2:10][CH2:11]1. The reactants are NC1=NC(=O)CN1C(=O)OCc1ccccc1, CCOC(C)=O, CC#N, FC(F)(F)c1ccccc1CBr, [K+], [K+], O=C([O-])[O-]. Product: O=C1CN(C(=O)OCc2ccccc2)C(NCc2ccccc2C(F)(F)F)=N1. As a reaction SMILES: [CH2:1]([c:2]1[cH:3][cH:4][cH:5][cH:6][cH:7]1)[O:8][C:9](=[O:10])[N:11]1[C:12]([NH2:17])=[N:13][C:14](=[O:16])[CH2:15]1.[CH3:36][CH2:37][O:38][C:39]([CH3:40])=[O:41].[CH3:42][C:43]#[N:44].[F:18][C:19]([c:20]1[c:21]([CH2:22][Br:23])[cH:24][cH:25][cH:26][cH:27]1)([F:28])[F:29].[K+:30].[K+:31].[O-:32][C:33]([O-:34])=[O:35]>>[CH2:1]([c:2]1[cH:3][cH:4][cH:5][cH:6][cH:7]1)[O:8][C:9](=[O:10])[N:11]1[C:12]([NH:17][CH2:22][c:21]2[c:20]([C:19]([F:18])([F:28])[F:29])[cH:27][cH:26][cH:25][cH:24]2)=[N:13][C:14](=[O:16])[CH2:15]1.